This data is from the Open Reaction Database (ORD), a public repository of structured organic reaction records. The task is: describe an organic reaction: reactants, conditions, products, and yield Reaction SMILES: [CH3:29][O:30][CH2:31][CH2:32][NH2:33].[CH3:34][C:35]([CH3:36])([O-:37])[CH3:38].[Cl:1][c:2]1[cH:3][cH:4][c:5]2[c:6]([n:28]1)-[c:7]1[s:8][c:9](-[c:15]3[n:16](-[c:20]4[c:21]([F:27])[cH:22][c:23]([F:26])[cH:24][cH:25]4)[n:17][cH:18][n:19]3)[cH:10][c:11]1[CH2:12][CH2:13][O:14]2.[O-:46][C:47]([CH3:48])=[O:49].[O-:50][C:51]([CH3:52])=[O:53].[O:39]1[CH2:40][CH2:41][O:42][CH2:43][CH2:44]1.[Pd+2:45]>>[c:2]1([NH:33][CH2:32][CH2:31][O:30][CH3:29])[cH:3][cH:4][c:5]2[c:6]([n:28]1)-[c:7]1[s:8][c:9](-[c:15]3[n:16](-[c:20]4[c:21]([F:27])[cH:22][c:23]([F:26])[cH:24][cH:25]4)[n:17][cH:18][n:19]3)[cH:10][c:11]1[CH2:12][CH2:13][O:14]2. Reactants: COCCN, CC(C)(C)[O-], Fc1ccc(-n2ncnc2-c2cc3c(s2)-c2nc(Cl)ccc2OCC3)c(F)c1, CC(=O)[O-], CC(=O)[O-], C1COCCO1, [Pd+2]. Product: COCCNc1ccc2c(n1)-c1sc(-c3ncnn3-c3ccc(F)cc3F)cc1CCO2.